Dataset: the Open Reaction Database (ORD), a public repository of structured organic reaction records. Task: describe an organic reaction: reactants, conditions, products, and yield The reactants are C1(=CC(=CC=C1)CCO)CCO (2,2′-(1,3-Phenylene)diethanol), N1C=NC=C1 (imidazole), Cl[Si](C(C)C)(C(C)C)C(C)C (Chlorotriisopropylsilane). Solvent: O (water), CN(C=O)C (N,N-dimethylformamide). Reaction conditions: temperature 0 celsius, time 3 hour. The product is C(C)(C)[Si](OCCC=1C=C(C=CC1)CCO)(C(C)C)C(C)C (2-(3-(2-((Triisopropylsilyl)oxy)ethyl)phenyl)ethanol). The yield is 35.0%. As a reaction SMILES: [C:1]1([CH2:10][CH2:11][OH:12])[CH:6]=[CH:5][CH:4]=[C:3]([CH2:7][CH2:8][OH:9])[CH:2]=1.N1C=CN=C1.Cl[Si:19]([CH:26]([CH3:28])[CH3:27])([CH:23]([CH3:25])[CH3:24])[CH:20]([CH3:22])[CH3:21]>CN(C)C=O.O>[CH:20]([Si:19]([CH:26]([CH3:28])[CH3:27])([CH:23]([CH3:25])[CH3:24])[O:12][CH2:11][CH2:10][C:1]1[CH:2]=[C:3]([CH2:7][CH2:8][OH:9])[CH:4]=[CH:5][CH:6]=1)([CH3:22])[CH3:21]. Procedure details: 2,2′-(1,3-Phenylene)diethanol (0.430 g, 2.59 mmol) and imidazole (0.176 g, 2.59 mmol) were dissolved in anhydrous N,N-dimethylformamide (15 mL) and cooled to 0° C. in an ice bath. Chlorotriisopropylsilane (0.22 mL) was slowly added and the reaction mixture was kept stirring at 0° C. for 3 h, and then diluted with water (5 mL), extracted with ethyl acetate (15 mL×2), and washed with brine (10 mL×2). The organic layer was dried over anhydrous sodium sulfate, filtered, and evaporated to dryness. Th... The reactants are Cl.FC=1C=CC2=C(NC=3SC=CC3C(=N2)N)C1 (6-fluoro-4H-3-thia-4,9-diaza-benzo[f]azulen-10-ylamine hydrochloride), C1(=CC=CC=C1)C (toluene), COCC[C@@H]1NCCNC1 ((S)-2(2-methoxy-ethyl)-piperazine), CS(=O)C (DMSO). The solvent is C(C)(=O)OCC (ethyl acetate). Run at temperature 105 celsius, time 40 hour. Yields the product FC=1C=CC2=C(NC=3SC=CC3C(=N2)N2C[C@@H](NCC2)CCOC)C1 ((S)-6-Fluoro-10-[3-(2-methoxy-ethyl)-piperazin-1-yl]-4H-3-thia-4,9-diaza-benzo[f]azulene). Yield: 25.0%. RXN SMILES: Cl.[F:2][C:3]1[CH:4]=[CH:5][C:6]2[N:15]=[C:14]([NH2:16])[C:13]3[CH:12]=[CH:11][S:10][C:9]=3[NH:8][C:7]=2[CH:17]=1.[CH3:18][O:19][CH2:20][CH2:21][C@H:22]1[CH2:27]N[CH2:25][CH2:24][NH:23]1.CS(C)=O.C1(C)C=CC=CC=1>C(OCC)(=O)C>[F:2][C:3]1[CH:4]=[CH:5][C:6]2[N:15]=[C:14]([N:16]3[CH2:25][CH2:24][NH:23][C@@H:22]([CH2:21][CH2:20][O:19][CH3:18])[CH2:27]3)[C:13]3[CH:12]=[CH:11][S:10][C:9]=3[NH:8][C:7]=2[CH:17]=1 |f:0.1|. Procedure: Combine 6-fluoro-4H-3-thia-4,9-diaza-benzo[f]azulen-10-ylamine hydrochloride (1.20 g, 4.45 mmol), (S)-2(2-methoxy-ethyl)-piperazine (1.60 g, 11.12 mmol), DMSO (4.0 ml), and toluene (16.0 ml). Stir and heat the mixture at 105° C. After 40 hours, cool the mixture to ambient temperature. Dilute the mixture with ethyl acetate and wash the organic layer with 0.1N NaOH and brine. Dry (sodium sulfate) and concentrate the organic layer to residue. Purify the residue on silica gel using a gradient of dic... The reactants are CC1=NC=CC=C1CC(=O)OCC1=CC=CC=C1 (benzyl 2-(2-methyl-3-pyridyl)acetate). The reagents and catalysts are [Pd] (palladium on carbon). Solvent: O (water), CO (methanol). Conditions: time 3 hour. Yields the product CC1=NC=CC=C1CC(=O)O (2-(2-methyl-3-pyridyl)acetic acid). As a reaction SMILES: [CH3:1][C:2]1[C:7]([CH2:8][C:9]([O:11]CC2C=CC=CC=2)=[O:10])=[CH:6][CH:5]=[CH:4][N:3]=1>CO.[Pd].O>[CH3:1][C:2]1[C:7]([CH2:8][C:9]([OH:11])=[O:10])=[CH:6][CH:5]=[CH:4][N:3]=1. Procedure details: The residue including benzyl 2-(2-methyl-3-pyridyl)acetate obtained in Preparation 29-(2) was dissolved in methanol (5 ml), and 10% palladium on carbon was added thereto. The mixture was stirred under hydrogen atmosphere for 3 hours. The reaction mixture was diluted with water and washed with ethyl acetate. The solvent was removed in vacuo to give 2-(2-methyl-3-pyridyl)acetic acid (90 mg). Reaction conditions: time 8 hour. Yield: 78.0%. The reactants are C1(CC1)S(=O)C1=CC=C(C=C1)[N+](=O)[O-] ((RS)-1-cyclopropane sulfinyl-4-nitrobenzene), FC(C(=O)N)(F)F (trifluoroacetamide), C(C)(=O)O.C(C)(=O)O.IC1=CC=CC=C1 (iodobenzene diacetate), [O-2].[Mg+2] (magnesium oxide). Run in C(Cl)Cl (DCM). Procedure: 1.58 g (3.58 mmol) of rhodium(II) acetate dimer was added, under argon, to a suspension of 15.1 g (71.53 mmol) (RS)-1-cyclopropane sulfinyl-4-nitrobenzene, 17.8 g (157.37 mmol) trifluoroacetamide, 38.0 g (118.02 mmol) iodobenzene diacetate and 12.7 g (314.73 mmol) magnesium oxide in 801 ml DCM and stirred overnight at room temperature. The mixture was filtered through Celite with suction and concentrated by evaporation. The residue that remained was purified chromatographically (hexane/ethyl ace... The product is C1(CC1)S(=O)(=NC(C(F)(F)F)=O)C1=CC=C(C=C1)[N+](=O)[O-] ((RS)-S-Cyclopropyl-S-(4-nitrophenyl)-N-(trifluoroacetyl)sulfoximide). As a reaction SMILES: [CH:1]1([S:4]([C:6]2[CH:11]=[CH:10][C:9]([N+:12]([O-:14])=[O:13])=[CH:8][CH:7]=2)=[O:5])[CH2:3][CH2:2]1.[F:15][C:16]([F:21])([F:20])[C:17]([NH2:19])=[O:18].C(O)(=O)C.C(O)(=O)C.IC1C=CC=CC=1.[O-2].[Mg+2]>C(Cl)Cl.CC([O-])=O.CC([O-])=O.CC([O-])=O.CC([O-])=O.[Rh+2].[Rh+2]>[CH:1]1([S:4]([C:6]2[CH:11]=[CH:10][C:9]([N+:12]([O-:14])=[O:13])=[CH:8][CH:7]=2)(=[N:19][C:17](=[O:18])[C:16]([F:21])([F:20])[F:15])=[O:5])[CH2:3][CH2:2]1 |f:2.3.4,5.6,8.9.10.11.12.13|. Reagents/catalysts: CC(=O)[O-].CC(=O)[O-].CC(=O)[O-].CC(=O)[O-].[Rh+2].[Rh+2] (rhodium(II) acetate dimer). Starting materials: OC1CCC2(CCC(CC2)CCC2=COC=C2)CC1 (9-hydroxy-3-(2-(3-furyl)ethyl)-spiro[5.5]-undecane), S1C(=CC=C1)CC(=O)O (thiolacetic acid), C1(=CC=CC=C1)P(C1=CC=CC=C1)C1=CC=CC=C1 (triphenylphosphine), N(=NC(=O)OC(C)C)C(=O)OC(C)C (diisopropyl azodicarboxylate). The solvent is O1CCCC1 (tetrahydrofuran), O1CCCC1 (tetrahydrofuran). Reaction conditions: temperature 0 celsius, time 2 hour. Yields the product C(C)(=O)SC1CCC2(CCC(CC2)CCC2=COC=C2)CC1 (9-acetylthio-3-(2(3-furyl)ethyl)-spiro[5.5]undecane). RXN SMILES: O[CH:2]1[CH2:19][CH2:18][C:5]2([CH2:10][CH2:9][CH:8]([CH2:11][CH2:12][C:13]3[CH:17]=[CH:16][O:15][CH:14]=3)[CH2:7][CH2:6]2)[CH2:4][CH2:3]1.[S:20]1C=CC=C1CC(O)=O.C1(P(C2C=CC=CC=2)C2C=CC=CC=2)C=CC=CC=1.N(C(OC(C)C)=O)=NC([O:52][CH:53]([CH3:55])C)=O>O1CCCC1>[C:53]([S:20][CH:2]1[CH2:19][CH2:18][C:5]2([CH2:10][CH2:9][CH:8]([CH2:11][CH2:12][C:13]3[CH:17]=[CH:16][O:15][CH:14]=3)[CH2:7][CH2:6]2)[CH2:4][CH2:3]1)(=[O:52])[CH3:55]. Procedure: A solution of 0.200 g of 9-hydroxy-3-(2-(3-furyl)ethyl)-spiro[5.5]-undecane (I-ap, Ex. 38) and 0.11 ml of thiolacetic acid in 9 ml of anhydrous tetrahydrofuran was added to a solution of 0.40 g of triphenylphosphine and 0.30 ml of diisopropyl azodicarboxylate in 1 ml of anhydrous tetrahydrofuran, and the mixture stirred at 0° C. under argon atmosphere for 2 hrs. Silica gel was then added, the mixture was evaporated to dryness and the residue purified by chromatography (SiO2 ; n-hexane/diethyleth... Starting materials: O (water), crude product, BrC1=CSC=C1CBr (3-bromo-4-bromomethylthiophene), C(C)(=O)[O-].[K+] (potassium acetate). The solvent is CC(=O)C (acetone). Conditions: time 5 hour. The product is C(C)(=O)OCC=1C(=CSC1)Br (4-acetoxymethyl-3-bromothiophene). RXN SMILES: [Br:1][C:2]1[C:6]([CH2:7]Br)=[CH:5][S:4][CH:3]=1.[C:9]([O-:12])(=[O:11])[CH3:10].[K+].O>CC(C)=O>[C:9]([O:12][CH2:7][C:6]1[C:2]([Br:1])=[CH:3][S:4][CH:5]=1)(=[O:11])[CH3:10] |f:1.2|. Reported procedure: A mixture of 3-bromo-4-methylthiophene (8.85 g), N-bromosuccinimide (8.85 g), 2,2'-azobis(isobutyronitrile) (0.16 g) and carbon tetrachloride (100 ml) was stirred under reflux for 6 hours. The mixture was concentrated under reduced pressure to give a crude product of 3-bromo-4-bromomethylthiophene. A suspension of this crude product of 3-bromo-4-bromomethylthiophene and potassium acetate (30 g) in acetone (100 ml) was stirred at room temperature for 5 hours. The mixture was poured into water and... Starting materials: FC(C(=O)O)(F)F.CS(=O)(=O)C1=CC=C(OC2=C3C(=NC=N2)N(N=C3)C3CCNCC3)C=C1 (4-(4-methanesulfonyl-phenoxy)-1-piperidin-4-yl-1H-pyrazolo[3,4-d]pyrimidine trifluoroacetate salt), FC(C(=O)O)(F)F.CS(=O)(=O)C1=CC=C(OC2=C3C(=NC=N2)N(N=C3)C3CCNCC3)C=C1 (4-(4-methanesulfonyl-phenoxy)-1-piperidin-4-yl-1H-pyrazolo[3,4-d]pyrimidine trifluoroacetate salt), ClC(=O)OC(C(Cl)(Cl)Cl)(C)C (2,2,2-trichloro-1,1-dimethylethyl chloroformate). Yields the product ClC(C(C)(C)OC(=O)N1CCC(CC1)N1N=CC=2C1=NC=NC2OC2=CC=C(C=C2)S(=O)(=O)C)(Cl)Cl (4-[4-(4-Methanesulfonyl-phenoxy)-pyrazolo[3,4-d]pyrimidin-1-yl]-piperidine-1-carboxylic acid 2,2,2-trichloro-1,1-dimethyl-ethyl ester). RXN SMILES: FC(F)(F)C(O)=O.[CH3:8][S:9]([C:12]1[CH:33]=[CH:32][C:15]([O:16][C:17]2[N:22]=[CH:21][N:20]=[C:19]3[N:23]([CH:26]4[CH2:31][CH2:30][NH:29][CH2:28][CH2:27]4)[N:24]=[CH:25][C:18]=23)=[CH:14][CH:13]=1)(=[O:11])=[O:10].Cl[C:35]([O:37][C:38]([CH3:44])([CH3:43])[C:39]([Cl:42])([Cl:41])[Cl:40])=[O:36]>>[Cl:40][C:39]([Cl:42])([Cl:41])[C:38]([O:37][C:35]([N:29]1[CH2:28][CH2:27][CH:26]([N:23]2[C:19]3=[N:20][CH:21]=[N:22][C:17]([O:16][C:15]4[CH:14]=[CH:13][C:12]([S:9]([CH3:8])(=[O:11])=[O:10])=[CH:33][CH:32]=4)=[C:18]3[CH:25]=[N:24]2)[CH2:31][CH2:30]1)=[O:36])([CH3:44])[CH3:43] |f:0.1|. Procedure details: 4-[4-(4-Methanesulfonyl-phenoxy)-pyrazolo[3,4-d]pyrimidin-1-yl]-piperidine-1-carboxylic acid 2,2,2-trichloro-1,1-dimethyl-ethyl ester was prepared according to General Procedure E by the reaction of 4-(4-methanesulfonyl-phenoxy)-1-piperidin-4-yl-1H-pyrazolo[3,4-d]pyrimidine trifluoroacetate salt (Intermediate 27) with 2,2,2-trichloro-1,1-dimethylethyl chloroformate (available from Aldrich Chemical Company, Inc., Milwaukee, Wis., USA). 1H NMR (400 MHz, DMSO-d6) δ 1.87-1.89 (m, 6H), 2.02-2.08 (m, ... The reactants are CCCCCCCN(CC1(c2ccc(CC(OCC)C(=O)OC)cc2)CC1)C(=O)OC(C)(C)C, CCOC(C)=O, Cl. Yields the product CCCCCCCNCC1(c2ccc(CC(OCC)C(=O)OC)cc2)CC1, Cl. Reaction SMILES: [CH3:1][O:2][C:3]([CH:4]([CH2:5][c:6]1[cH:7][cH:8][c:9]([C:12]2([CH2:15][N:16]([CH2:17][CH2:18][CH2:19][CH2:20][CH2:21][CH2:22][CH3:23])[C:24]([O:25][C:26]([CH3:27])([CH3:28])[CH3:29])=[O:30])[CH2:13][CH2:14]2)[cH:10][cH:11]1)[O:31][CH2:32][CH3:33])=[O:34].[CH3:36][CH2:37][O:38][C:39](=[O:40])[CH3:41].[ClH:35]>>[CH3:1][O:2][C:3]([CH:4]([CH2:5][c:6]1[cH:7][cH:8][c:9]([C:12]2([CH2:15][NH:16][CH2:17][CH2:18][CH2:19][CH2:20][CH2:21][CH2:22][CH3:23])[CH2:13][CH2:14]2)[cH:10][cH:11]1)[O:31][CH2:32][CH3:33])=[O:34].[ClH:35]. The reactants are CC(C)(C)OC(=O)NN=Cc1ccccc1, CI, [H-], [Na+], C1CCOC1. The product is CN(N=Cc1ccccc1)C(=O)OC(C)(C)C. As a reaction SMILES: [C:1]([CH3:2])([CH3:3])([CH3:4])[O:5][C:6](=[O:7])[NH:8][N:9]=[CH:10][c:11]1[cH:12][cH:13][cH:14][cH:15][cH:16]1.[CH3:17][I:18].[H-:19].[Na+:20].[O:21]1[CH2:22][CH2:23][CH2:24][CH2:25]1>>[C:1]([CH3:2])([CH3:3])([CH3:4])[O:5][C:6](=[O:7])[N:8]([N:9]=[CH:10][c:11]1[cH:12][cH:13][cH:14][cH:15][cH:16]1)[CH3:17]. Starting materials: C(C)(C)C1=CC(=C(C=C1)OC)OC (4-isopropyl-1,2-dimethoxybenzene), BrN1C(CCC1=O)=O (N-bromosuccinimide), C(CCC)[Li] (butyllithium), C(C)N(C(=O)Cl)CC (diethyl carbamyl chloride), 6B. Yields the product C(C)(C)C1=C(C(=O)N(CC)CC)C=C(C(=C1)OC)OC (2-isopropyl-4,5-dimethoxy-N,N-diethylbenzamide). Reaction SMILES: [CH:1]([C:4]1[CH:9]=[CH:8][C:7]([O:10][CH3:11])=[C:6]([O:12][CH3:13])[CH:5]=1)([CH3:3])[CH3:2].BrN1C(=O)CCC1=O.C([Li])CCC.[CH2:27]([N:29]([CH2:33][CH3:34])[C:30](Cl)=[O:31])[CH3:28]>>[CH:1]([C:4]1[CH:5]=[C:6]([O:12][CH3:13])[C:7]([O:10][CH3:11])=[CH:8][C:9]=1[C:30]([N:29]([CH2:33][CH3:34])[CH2:27][CH3:28])=[O:31])([CH3:3])[CH3:2]. Procedure details: Thirty-one grams of 4-isopropyl-1,2-dimethoxybenzene was treated with N-bromosuccinimide followed by butyllithium and diethyl carbamyl chloride as in preparation 6B to yield 15.2 g of 2-isopropyl-4,5-dimethoxy-N,N-diethylbenzamide as a viscous oil. The benzamide was treated according to preparation 18B with butyllithium and sulfur dioxide followed by sulfuryl chloride then ammonia to provide 4.5 g of the sulfonamide, mp 181°-182° C. from ether. This was cyclized in acetic acid as in preparation ...